Dataset: the Open Reaction Database (ORD), a public repository of structured organic reaction records. Task: describe an organic reaction: reactants, conditions, products, and yield Reactants: C(C1=CC=CC=C1)O[C@@H]1CN(C[C@@H]([C@H]1O)CO)CCCC ((3R,4R,5R)-3-Benzyloxy-1-(n-butyl)-5-hydroxymethyl-4-piperidinol), Cl (hydrochloric acid). Reagents/catalysts: [Pd] (palladium on carbon). The solvent is C(C)O (ethanol). Product: C(CCC)N1C[C@H]([C@@H]([C@H](C1)CO)O)O ((3R,4R,5R)-1-butyl-5-hydroxymethyl-3,4-piperidinediol). The yield is 65.2%. As a reaction SMILES: C([O:8][C@H:9]1[C@H:14]([OH:15])[C@@H:13]([CH2:16][OH:17])[CH2:12][N:11]([CH2:18][CH2:19][CH2:20][CH3:21])[CH2:10]1)C1C=CC=CC=1.Cl>C(O)C.[Pd]>[CH2:18]([N:11]1[CH2:12][C@H:13]([CH2:16][OH:17])[C@@H:14]([OH:15])[C@H:9]([OH:8])[CH2:10]1)[CH2:19][CH2:20][CH3:21]. Procedure details: (3R,4R,5R)-3-Benzyloxy-1-(n-butyl)-5-hydroxymethyl-4-piperidinol (105 mg, 0.4 mmol) was dissolved in ethanol (20ml) containing aqueous hydrochloric acid (4N, 0.3 ml), and palladium on carbon (10%, 30mg) was added. The mixture was hydrogenated at 1 atm. H2 -pressure for 3h, filtered through celite and concentrated in vacuo. Purification on a silica gel column (Eluent: ethyl acetate/methanol/25% ammonium hydroxide (4/1/1%)) gave the free base of (3R,4R,5R)-1-butyl-5-hydroxymethyl-3,4-piperidinedio... The reactants are CCO, O=CNc1nc(CSc2ccncc2)c(Cl)s1, Cl, C1CCOC1. Yields the product Nc1nc(CSc2ccncc2)c(Cl)s1. As a reaction SMILES: [CH3:24][CH2:25][OH:26].[Cl:1][c:2]1[c:3]([CH2:10][S:11][c:12]2[cH:13][cH:14][n:15][cH:16][cH:17]2)[n:4][c:5]([NH:7][CH:8]=[O:9])[s:6]1.[ClH:23].[O:18]1[CH2:19][CH2:20][CH2:21][CH2:22]1>>[Cl:1][c:2]1[c:3]([CH2:10][S:11][c:12]2[cH:13][cH:14][n:15][cH:16][cH:17]2)[n:4][c:5]([NH2:7])[s:6]1. Reactants: C1=C(C=CC2=CC=CC=C12)C=1C=C(N)C=CC1 (3-(2-naphthyl)aniline), ClC1=NC=CC=C1[N+](=O)[O-] (2-chloro-3-nitropyridine), C([O-])([O-])=O.[K+].[K+] (potassium carbonate). Run in O1CCOCC1 (dioxane). The product is C1=C(C=CC2=CC=CC=C12)C=1C=C(C=CC1)NC1=NC=CC=C1[N+](=O)[O-] (2-[3-(2-naphthyl)phenylamino]-3-nitropyridine). The yield is 67.2%. Reaction SMILES: [CH:1]1[C:10]2[C:5](=[CH:6][CH:7]=[CH:8][CH:9]=2)[CH:4]=[CH:3][C:2]=1[C:11]1[CH:12]=[C:13]([CH:15]=[CH:16][CH:17]=1)[NH2:14].Cl[C:19]1[C:24]([N+:25]([O-:27])=[O:26])=[CH:23][CH:22]=[CH:21][N:20]=1.C(=O)([O-])[O-].[K+].[K+]>O1CCOCC1>[CH:1]1[C:10]2[C:5](=[CH:6][CH:7]=[CH:8][CH:9]=2)[CH:4]=[CH:3][C:2]=1[C:11]1[CH:12]=[C:13]([NH:14][C:19]2[C:24]([N+:25]([O-:27])=[O:26])=[CH:23][CH:22]=[CH:21][N:20]=2)[CH:15]=[CH:16][CH:17]=1 |f:2.3.4|. Procedure details: A mixture of 3-(2-naphthyl)aniline (5.0 g), 2-chloro-3-nitropyridine (3.62 g) and potassium carbonate (6.31 g) in dioxane (50 ml) was stirred under reflux for 6 days. The reaction mixture was extracted with chloroform and evaporated. Crude residue was chromatographed on silica gel to give 2-[3-(2-naphthyl)phenylamino]-3-nitropyridine as an orange crystal (5.23 g). Reactants: ClC=1C(=NC=C(C1)Cl)C(CNC(C1=C(C=CC=C1)C(F)(F)F)=O)=O (N-[2-(3,5-dichloropyridin-2-yl)-2-oxoethyl]-2-(trifluoromethyl)benzamide), Cl.NO (hydroxylamine hydrochloride). The solvent is C(C)O (ethanol). Conditions: time 96 hour. The product is ClC=1C(=NC=C(C1)Cl)C(CNC(C1=C(C=CC=C1)C(F)(F)F)=O)=NO (N-[2-(3,5-dichloropyridin-2-yl)-2-(hydroxyimino)ethyl]-2-(trifluoromethyl)benzamide). Yield: 96.2%. RXN SMILES: [Cl:1][C:2]1[C:3]([C:9](=O)[CH2:10][NH:11][C:12](=[O:23])[C:13]2[CH:18]=[CH:17][CH:16]=[CH:15][C:14]=2[C:19]([F:22])([F:21])[F:20])=[N:4][CH:5]=[C:6]([Cl:8])[CH:7]=1.Cl.[NH2:26][OH:27]>C(O)C>[Cl:1][C:2]1[C:3]([C:9](=[N:26][OH:27])[CH2:10][NH:11][C:12](=[O:23])[C:13]2[CH:18]=[CH:17][CH:16]=[CH:15][C:14]=2[C:19]([F:22])([F:21])[F:20])=[N:4][CH:5]=[C:6]([Cl:8])[CH:7]=1 |f:1.2|. Procedure details: To 2.8 g of N-[2-(3,5-dichloropyridin-2-yl)-2-oxoethyl]-2-(trifluoromethyl)benzamide in 19 ml of ethanol, 1.0 g of hydroxylamine hydrochloride was added, and the mixture was stirred at room temperature for 96 hours. After completion of the reaction, the solvent was evaporated under reduced pressure, the resulting residue was mixed with 50 ml of water and extracted with ethyl acetate (50 ml×2), the resulting organic layers were combined, dried over saturated aqueous sodium chloride and then anhyd... Reactants: ClC1=CC=C(C=C1)C=1C=C(C(=NC1)C)C(=O)OCC (5-(p-Chlorophenyl)-2-methyl-3-ethoxycarbonylpyridine). Run in O (water), [OH-].[Na+] (sodium hydroxide), C(C)O (ethanol). Conditions: time 3 hour. Yields the product ClC1=CC=C(C=C1)C=1C=C(C(=NC1)C)C(=O)O (5-(p-Chlorophenyl)-2-methyl-3-pyridine carboxylic acid). Isolated yield 93.2%. As a reaction SMILES: [Cl:1][C:2]1[CH:7]=[CH:6][C:5]([C:8]2[CH:9]=[C:10]([C:15]([O:17]CC)=[O:16])[C:11]([CH3:14])=[N:12][CH:13]=2)=[CH:4][CH:3]=1>[OH-].[Na+].C(O)C.O>[Cl:1][C:2]1[CH:7]=[CH:6][C:5]([C:8]2[CH:9]=[C:10]([C:15]([OH:17])=[O:16])[C:11]([CH3:14])=[N:12][CH:13]=2)=[CH:4][CH:3]=1 |f:1.2|. Reported procedure: 5-(p-Chlorophenyl)-2-methyl-3-ethoxycarbonylpyridine (25 g) was suspended in sodium hydroxide (3.99 g) in ethanol (100 ml) and water (50 ml). Stirring at room temperature for 3 hours gave a solution which was concentrated to dryness. The residue was dissolved in water and the solution washed with ethyl acetate; its pH was then brought to 5. The product which precipitated was collected, washed well with water and then with acetone and then dried to give the title compound (20.94 g), m.p. 297°-300... Reactants: COc1ccc2cc(C(=O)O)ccc2c1, CO, O=S(=O)(O)O. Product: COC(=O)c1ccc2cc(OC)ccc2c1. Reaction SMILES: [CH3:1][O:2][c:3]1[cH:4][c:5]2[cH:6][cH:7][c:8]([C:13](=[O:14])[OH:15])[cH:9][c:10]2[cH:11][cH:12]1.[CH3:21][OH:22].[S:16](=[O:17])(=[O:18])([OH:19])[OH:20]>>[CH3:1][O:2][c:3]1[cH:4][c:5]2[cH:6][cH:7][c:8]([C:13]([O:14][CH3:21])=[O:15])[cH:9][c:10]2[cH:11][cH:12]1. Starting materials: C(=O)(OCC1=CC=CC=C1)N1[C@H](C(=O)O)CCC1 (carbobenzyloxy-L-proline), C1(CC1)N (cyclopropylamine), C=1C=CC2=C(C1)N=NN2O (HOBt), C(CCl)Cl (EDC), TEA. Run in CN(C)C=O (DMF). Conditions: time 48 hour. The product is C(C1=CC=CC=C1)OC(=O)N1[C@@H](CCC1)C(NC1CC1)=O ((S)-2-cyclopropylcarbamoyl-pyrrolidine-1-carboxylic acid benzyl ester). Isolated yield 85.6%. RXN SMILES: [C:1]([N:11]1[CH2:18][CH2:17][CH2:16][C@H:12]1[C:13]([OH:15])=O)([O:3][CH2:4][C:5]1[CH:10]=[CH:9][CH:8]=[CH:7][CH:6]=1)=[O:2].[CH:19]1([NH2:22])[CH2:21][CH2:20]1.C1C=CC2N(O)N=NC=2C=1.C(Cl)CCl>CN(C=O)C>[CH2:4]([O:3][C:1]([N:11]1[CH2:18][CH2:17][CH2:16][C@H:12]1[C:13](=[O:15])[NH:22][CH:19]1[CH2:21][CH2:20]1)=[O:2])[C:5]1[CH:6]=[CH:7][CH:8]=[CH:9][CH:10]=1. Procedure: A mixture of carbobenzyloxy-L-proline (994 mg, 3.99 mmol), cyclopropylamine (0.41 mL, 5.9 mmol), HOBt (807 mg, 6 mmol), EDC (1.12 g, 5.9 mmol) and TEA (1.1 mL) in DMF (11 mL) was stirred at room temperature for 48 hours. The reaction was quenched with saturated sodium bicarbonate and extracted with dichloromethane. The organic layers were washed with brine, dried over sodium sulfate and concentrated. The residue was column chromatographed to give 985 mg (81%) of (S)-2-cyclopropylcarbamoyl-pyrrol... Procedure details: prepared by reaction of ((1S,2S,5R)-2-Aminomethyl-3-aza-bicyclo[3.1.0]hex-3-yl)-[5-(3-chloro-phenyl)-2-methyl-thiazol-4-yl]-methanone with 2,3-Dihydro-benzo[1,4]dioxine-5-carboxylic acid. LC-MS (basic): tR=0.89 min; [M+H]+=510.3. The product is ClC=1C=C(C=CC1)C1=C(N=C(S1)C)C(=O)N1[C@@H]([C@H]2C[C@H]2C1)CNC(=O)C1=CC=CC=2OCCOC21 (2,3-Dihydro-benzo[1,4]dioxine-5-carboxylic Acid{(1S,2S,5R)-3-[5-(3-chloro-phenyl)-2-methyl-thiazole-4-carbonyl]-3-aza-bicyclo[3.1.0]hex-2-ylmethyl}-amide). Reactants: NC[C@@H]1[C@H]2C[C@H]2CN1C(=O)C=1N=C(SC1C1=CC(=CC=C1)Cl)C (((1S,2S,5R)-2-Aminomethyl-3-aza-bicyclo[3.1.0]hex-3-yl)-[5-(3-chloro-phenyl)-2-methyl-thiazol-4-yl]-methanone), O1CCOC2=C1C=CC=C2C(=O)O (2,3-Dihydro-benzo[1,4]dioxine-5-carboxylic acid). Reaction SMILES: [NH2:1][CH2:2][C@H:3]1[N:8]([C:9]([C:11]2[N:12]=[C:13]([CH3:23])[S:14][C:15]=2[C:16]2[CH:21]=[CH:20][CH:19]=[C:18]([Cl:22])[CH:17]=2)=[O:10])[CH2:7][C@H:6]2[C@@H:4]1[CH2:5]2.[O:24]1[C:29]2[CH:30]=[CH:31][CH:32]=[C:33]([C:34](O)=[O:35])[C:28]=2[O:27][CH2:26][CH2:25]1>>[Cl:22][C:18]1[CH:17]=[C:16]([C:15]2[S:14][C:13]([CH3:23])=[N:12][C:11]=2[C:9]([N:8]2[CH2:7][C@H:6]3[C@H:4]([CH2:5]3)[C@H:3]2[CH2:2][NH:1][C:34]([C:33]2[C:28]3[O:27][CH2:26][CH2:25][O:24][C:29]=3[CH:30]=[CH:31][CH:32]=2)=[O:35])=[O:10])[CH:21]=[CH:20][CH:19]=1.